Task: describe an organic reaction: reactants, conditions, products, and yield. Dataset: the Open Reaction Database (ORD), a public repository of structured organic reaction records The reactants are ClCCN1CCCCC1, Cl, Cc1c(C(F)F)cnn1-c1ccc(O)cc1, [K+], [K+], O=C([O-])[O-], CN(C)C=O. The product is Cc1c(C(F)F)cnn1-c1ccc(OCCN2CCCCC2)cc1. Reaction SMILES: [Cl:18][CH2:19][CH2:20][N:21]1[CH2:22][CH2:23][CH2:24][CH2:25][CH2:26]1.[ClH:17].[F:1][CH:2]([c:3]1[cH:4][n:5][n:6](-[c:9]2[cH:10][cH:11][c:12]([OH:15])[cH:13][cH:14]2)[c:7]1[CH3:8])[F:16].[K+:27].[K+:28].[O-:29][C:30]([O-:31])=[O:32].[O:33]=[CH:34][N:35]([CH3:36])[CH3:37]>>[F:1][CH:2]([c:3]1[cH:4][n:5][n:6](-[c:9]2[cH:10][cH:11][c:12]([O:15][CH2:19][CH2:20][N:21]3[CH2:22][CH2:23][CH2:24][CH2:25][CH2:26]3)[cH:13][cH:14]2)[c:7]1[CH3:8])[F:16]. Starting materials: ClC1=NC=CN=C1 (2-chloropyrazine), NCCCCN (1,4-diaminobutane). Reported procedure: (4-aminobutyl)pyrazin-2-ylamine was prepared by refluxing 2-chloropyrazine and 1,4-diaminobutane in pyridine (50 mL) for 18 hrs. The solution was then concentrated in vacuo and the residue was partitioned between ethyl acetate and 10% sodium carbonate. The phases were separated, and the organic phase was washed with brine, dried over magnesium sulfate, filtered and concentrated in vacuo. The desired product was isolated by flash chromatography using 10:1:1 Ethanol/Ammonium Hydroxide/water. EI-MS... The product is NCCCCNC1=NC=CN=C1 ((4-aminobutyl )pyrazin-2-ylamine). Solvent: N1=CC=CC=C1 (pyridine). Reaction SMILES: Cl[C:2]1[CH:7]=[N:6][CH:5]=[CH:4][N:3]=1.[NH2:8][CH2:9][CH2:10][CH2:11][CH2:12][NH2:13]>N1C=CC=CC=1>[NH2:8][CH2:9][CH2:10][CH2:11][CH2:12][NH:13][C:2]1[CH:7]=[N:6][CH:5]=[CH:4][N:3]=1. The reactants are Cc1cc([N+](=O)[O-])ccc1F, Cc1ccc(F)c(F)c1F, CC(C)(C#N)N=NC(C)(C)C#N, O=C1CCC(=O)N1Br. Yields the product O=[N+]([O-])c1ccc(F)c(CBr)c1. RXN SMILES: [F:1][c:2]1[c:3]([CH3:11])[cH:4][c:5]([N+:8](=[O:9])[O-:10])[cH:6][cH:7]1.[F:32][c:33]1[cH:34][cH:35][c:36]([CH3:37])[c:38]([F:39])[c:40]1[F:41].[N:20]#[C:21][C:22]([N:23]=[N:24][C:25]([C:26]#[N:27])([CH3:28])[CH3:29])([CH3:30])[CH3:31].[O:12]=[C:13]1[N:14]([Br:19])[C:15](=[O:16])[CH2:17][CH2:18]1>>[F:1][c:2]1[c:3]([CH2:11][Br:19])[cH:4][c:5]([N+:8](=[O:9])[O-:10])[cH:6][cH:7]1. The reactants are BrCC(C(=O)OCC)=O (Ethyl 3-bromo-2-oxopropanoate), C(CCC)(N)=S (butanethioamide). Run in C(C)O (ethanol). The product is C(CC)C=1SC=C(N1)C(=O)OCC (Ethyl 2-propylthiazole-4-carboxylate). Reaction SMILES: Br[CH2:2][C:3](=O)[C:4]([O:6][CH2:7][CH3:8])=[O:5].[C:10](=[S:15])([NH2:14])[CH2:11][CH2:12][CH3:13]>C(O)C>[CH2:11]([C:10]1[S:15][CH:2]=[C:3]([C:4]([O:6][CH2:7][CH3:8])=[O:5])[N:14]=1)[CH2:12][CH3:13]. Procedure details: Ethyl 3-bromo-2-oxopropanoate (6.32 mL) was added to a solution of butanethioamide (example 87, step a) (5.2 g) in ethanol (100 mL) and the resulting mixture heated at reflux overnight. The solvent was evaporated and the residue partitioned between ethyl acetate (100 mL) and saturated sodium hydrogen carbonate solution (100 mL). The layers were separated and the aqueous phase extracted with ethyl acetate (2×100 mL). The combined organic solutions were washed with brine (100 mL) dried over sodium...